This data is from the Open Reaction Database (ORD), a public repository of structured organic reaction records. The task is: describe an organic reaction: reactants, conditions, products, and yield Starting materials: Cl.Cl.Cl.N[C@@H](CC(C)C)C=1N=C(SC1)NC1=CC(=C(C=C1)N1C=NC(=C1)C)OC ([4-((S)-1-amino-3-methyl-butyl)-thiazol-2-yl]-[3-methoxy-4-(4-methyl-imidazol-1-yl)-phenyl]-amine trihydrochloride), FC(CC(=O)Cl)(F)F (3,3,3-trifluoropropionylchloride). The product is FC(CC(=O)N[C@@H](CC(C)C)C=1N=C(SC1)NC1=CC(=C(C=C1)N1C=NC(=C1)C)OC)(F)F (3,3,3-Trifluoro-N—((S)-1-{2-[3-methoxy-4-(4-methyl-imidazol-1-yl)-phenylamino]-thiazol-4-yl}-3-methyl-butyl)-propionamide). As a reaction SMILES: Cl.Cl.Cl.[NH2:4][C@H:5]([C:10]1[N:11]=[C:12]([NH:15][C:16]2[CH:21]=[CH:20][C:19]([N:22]3[CH:26]=[C:25]([CH3:27])[N:24]=[CH:23]3)=[C:18]([O:28][CH3:29])[CH:17]=2)[S:13][CH:14]=1)[CH2:6][CH:7]([CH3:9])[CH3:8].[F:30][C:31]([F:37])([F:36])[CH2:32][C:33](Cl)=[O:34]>>[F:30][C:31]([F:37])([F:36])[CH2:32][C:33]([NH:4][C@H:5]([C:10]1[N:11]=[C:12]([NH:15][C:16]2[CH:21]=[CH:20][C:19]([N:22]3[CH:26]=[C:25]([CH3:27])[N:24]=[CH:23]3)=[C:18]([O:28][CH3:29])[CH:17]=2)[S:13][CH:14]=1)[CH2:6][CH:7]([CH3:8])[CH3:9])=[O:34] |f:0.1.2.3|. Procedure: The title compound was prepared in analogy to example 36 from 96 mg (0.2 mmol) [4-((S)-1-amino-3-methyl-butyl)-thiazol-2-yl]-[3-methoxy-4-(4-methyl-imidazol-1-yl)-phenyl]-amine trihydrochloride and 30 mg (0.2 mmol) 3,3,3-trifluoropropionylchloride. The crude product was purified on silica gel with methylene chloride/methanol 19/1 yielding 32 mg (33%) 3,3,3-trifluoro-N—((S)-1-{2-[3-methoxy-4-(4-methyl-imidazol-1-yl)-phenylamino]-thiazol-4-yl}-3-methyl-butyl)-propionamide as a yellow solid. MS ISP... Reactants: COC(=O)c1ccc(Cl)cc1NC(=O)Oc1ccccc1, NS(=O)(=O)c1ccc[nH]1. Product: COC(=O)c1ccc(Cl)cc1NC(=O)NS(=O)(=O)c1ccc[nH]1. RXN SMILES: [Cl:1][c:2]1[cH:3][c:4]([NH:12][C:13]([O:15][c:14]2[cH:16][cH:17][cH:18][cH:19][cH:20]2)=[O:21])[c:5]([C:6](=[O:7])[O:8][CH3:9])[cH:10][cH:11]1.[nH:22]1[c:23]([S:27](=[O:28])(=[O:29])[NH2:30])[cH:24][cH:25][cH:26]1>>[Cl:1][c:2]1[cH:3][c:4]([NH:12][C:13](=[O:15])[NH:30][S:27]([c:23]2[nH:22][cH:26][cH:25][cH:24]2)(=[O:28])=[O:29])[c:5]([C:6](=[O:7])[O:8][CH3:9])[cH:10][cH:11]1. Procedure details: A solution of 7-Bromo-imidazol[1,2-a]pyridine (0.5 g, 2.54 mmol, 1 equivalent, made according to general procedure A1 using 4-bromo-pyridin-2-ylamine instead of 4-chloro-pyridin-2-ylamine), 1-methyl-5-(4,4,5,5-tetramethyl-[1,3,2]dioxaborolan-2-yl)-1H-pyrazole (1.1 g, 5.08 mmol, 2 equivalents), bis(tri-t-butylphosphine)palladium(0) (66 mg, 0.13 mmol, 0.05 equivalents) and potassium carbonate (2.1 g, 15.24 mmol, 6 equivalents) in ethanol (10 ml), toluene (10 ml) and water (10 ml) was heated at 75°... The solvent is C(C)O (ethanol), O (water), C1(=CC=CC=C1)C (toluene). Run at temperature 75 celsius. Reagents/catalysts: CC(C)([P](C(C)(C)C)([Pd][P](C(C)(C)C)(C(C)(C)C)C(C)(C)C)C(C)(C)C)C (bis(tri-t-butylphosphine)palladium(0)). The product is CN1N=CC=C1C1=CC=2N(C=C1)C=CN2 (7-(2-methyl-2H-pyrazol-3-yl)-imidazo[1,2,a]pyridine). As a reaction SMILES: Br[C:2]1[CH:7]=[CH:6][N:5]2[CH:8]=[CH:9][N:10]=[C:4]2[CH:3]=1.BrC1C=CN=C(N)C=1.[CH3:19][N:20]1[C:24](B2OC(C)(C)C(C)(C)O2)=[CH:23][CH:22]=[N:21]1.C(=O)([O-])[O-].[K+].[K+]>C(O)C.C1(C)C=CC=CC=1.O.CC(C)([P](C(C)(C)C)([Pd][P](C(C)(C)C)(C(C)(C)C)C(C)(C)C)C(C)(C)C)C>[CH3:19][N:20]1[C:24]([C:2]2[CH:7]=[CH:6][N:5]3[CH:8]=[CH:9][N:10]=[C:4]3[CH:3]=2)=[CH:23][CH:22]=[N:21]1 |f:3.4.5,^1:53,59|. The yield is 70.0%. Reactants: BrC1=CC=2N(C=C1)C=CN2 (7-Bromo-imidazol[1,2-a]pyridine), C([O-])([O-])=O.[K+].[K+] (potassium carbonate), BrC1=CC(=NC=C1)N (4-bromo-pyridin-2-ylamine), CN1N=CC=C1B1OC(C(O1)(C)C)(C)C (1-methyl-5-(4,4,5,5-tetramethyl-[1,3,2]dioxaborolan-2-yl)-1H-pyrazole).